This data is from the Open Reaction Database (ORD), a public repository of structured organic reaction records. The task is: describe an organic reaction: reactants, conditions, products, and yield Reactants: O=C1N(C(C2=CC=CC=C12)=O)CC(=O)O (2-(1,3-dioxoisoindolin-2-yl)acetic acid), CC1(OC(CC(O1)=O)=O)C (2,2-dimethyl-1,3-dioxane-4,6-dione), C1CCC(CC1)N=C=NC2CCCCC2 (DCC). The reagents and catalysts are CN(C1=CC=NC=C1)C (4-dimethylaminopyridine). Solvent: ClCCl (dichloromethane), C(Cl)Cl (DCM). Run at time 16 hour. Yields the product O=C1N(C(C2=CC=CC=C12)=O)CC(CC(=O)OCC)=O (Ethyl 4-(1,3-dioxo-1,3-dihydro-2H-isoindol-2-yl)-3-oxobutanoate). The yield is 84.9%. RXN SMILES: [O:1]=[C:2]1[C:10]2[C:5](=[CH:6][CH:7]=[CH:8][CH:9]=2)[C:4](=[O:11])[N:3]1[CH2:12][C:13]([OH:15])=O.[CH3:16][C:17]1(C)[O:22]C(=O)[CH2:20][C:19](=O)[O:18]1.C1CCC(N=C=NC2CCCCC2)CC1>CN(C)C1C=CN=CC=1.ClCCl>[O:11]=[C:4]1[C:5]2[C:10](=[CH:9][CH:8]=[CH:7][CH:6]=2)[C:2](=[O:1])[N:3]1[CH2:12][C:13](=[O:15])[CH2:16][C:17]([O:18][CH2:19][CH3:20])=[O:22]. Reported procedure: To a solution of 2-(1,3-dioxoisoindolin-2-yl)acetic acid (3.01 g, 14.67 mmol), 2,2-dimethyl-1,3-dioxane-4,6-dione (2.23 g, 15.47 mmol) and 4-dimethylaminopyridine (2.73 g, 22.35 mmol) in dichloromethane (150 mL) was added a solution of DCC (3.36 g, 16.28 mmol) in DCM (50 mL) at 0° C. The mixture was stirred at RT for 16 h. The insoluble materials were filtered off, and the filtrate was washed with 5% NaHSO4 aqueous solution. The organic phase was dried over anhydrous Na2SO4, filtered and the fil... Starting materials: COC(=O)CCCBr, O=C([O-])[O-], COC(=O)c1cc(C)c(OC(F)(F)F)cc1NC(=O)OC(C)(C)C, CCOC(C)=O, [Cs+], [Cs+], CN(C)C=O. The product is COC(=O)CCCN(C(=O)OC(C)(C)C)c1cc(OC(F)(F)F)c(C)cc1C(=O)OC. RXN SMILES: [Br:1][CH2:2][CH2:3][CH2:4][C:5](=[O:6])[O:7][CH3:8].[C:9](=[O:10])([O-:11])[O-:12].[CH3:20][O:21][C:22]([c:23]1[c:24]([NH:35][C:36](=[O:37])[O:38][C:39]([CH3:40])([CH3:41])[CH3:42])[cH:25][c:26]([O:30][C:31]([F:32])([F:33])[F:34])[c:27]([CH3:29])[cH:28]1)=[O:43].[CH3:44][CH2:45][O:46][C:47](=[O:48])[CH3:49].[Cs+:13].[Cs+:14].[O:15]=[CH:16][N:17]([CH3:18])[CH3:19]>>[CH2:2]([CH2:3][CH2:4][C:5](=[O:6])[O:7][CH3:8])[N:35]([c:24]1[c:23]([C:22]([O:21][CH3:20])=[O:43])[cH:28][c:27]([CH3:29])[c:26]([O:30][C:31]([F:32])([F:33])[F:34])[cH:25]1)[C:36](=[O:37])[O:38][C:39]([CH3:40])([CH3:41])[CH3:42]. Reactants: C(CCC)[Li] (n-butyllithium), C1(=CC=CC=C1)S(=O)(=O)N1C=C(C=2C=NC=CC21)C2=CC=C(C=C2)F (1-benzenesulfonyl-3-(4-fluorophenyl)-1H-pyrrolo[3,2-c]pyridine), C(=O)OCC (ethyl formate). The solvent is C1CCOC1 (THF). Reaction conditions: time 2 hour. The product is C1(=CC=CC=C1)S(=O)(=O)N1C(=C(C=2C=NC=CC21)C2=CC=C(C=C2)F)C=O (1-benzenesulfonyl-2-formyl-3-(4-fluorophenyl)-1H-pyrrolo[3,2-c]pyridine). RXN SMILES: [C:1]1([S:7]([N:10]2[C:18]3[CH:17]=[CH:16][N:15]=[CH:14][C:13]=3[C:12]([C:19]3[CH:24]=[CH:23][C:22]([F:25])=[CH:21][CH:20]=3)=[CH:11]2)(=[O:9])=[O:8])[CH:6]=[CH:5][CH:4]=[CH:3][CH:2]=1.C([Li])CCC.[CH:31](OCC)=[O:32]>C1COCC1>[C:1]1([S:7]([N:10]2[C:18]3[CH:17]=[CH:16][N:15]=[CH:14][C:13]=3[C:12]([C:19]3[CH:20]=[CH:21][C:22]([F:25])=[CH:23][CH:24]=3)=[C:11]2[CH:31]=[O:32])(=[O:9])=[O:8])[CH:2]=[CH:3][CH:4]=[CH:5][CH:6]=1. Reported procedure: 35.2mg (0.lmM) of the product of Step 4, above, in 4ml of absolute THF is cooled to -40° to -50°. To this is then slowly added 0.075ml (0.12mM) of n-butyllithium (1.6M in hexane) and the mixture stirred for 1 hour at -40° to -50°. 0.1 ml (1.2mM) of ethyl formate is added with stirring for 2 hours at -40° to -50°. The mixture is quenched with aqueous ammonium chloride and extracted with ethyl acetate. The resulting solution is dried over Na2SO4 and evaporated to dryness. The resulting product is ... The reactants are C(C(=O)Cl)(=O)Cl (Oxalyl chloride), ClC1=NC(=CC(=N1)C(=O)O)C1=CC=C(C=C1)C(F)(F)F (2-chloro-6-(4-trifluoromethyl-phenyl)-pyrimidine-4-carboxylic acid), CNC (dimethylamine), C(O)([O-])=O.[Na+] (sodium hydrogencarbonate). Run in ClCCl (dichloromethane), CN(C=O)C (N,N-dimethylformamide), ClCCl (dichloromethane). Run at temperature 20 celsius, time 3 hour. Product: CN(C(=O)C1=NC(=NC(=C1)C1=CC=C(C=C1)C(F)(F)F)Cl)C (2-Chloro-6-(4-trifluoromethyl-phenyl)-pyrimidine-4-carboxylic acid dimethylamide). Isolated yield 65.2%. As a reaction SMILES: C(Cl)(=O)C(Cl)=O.[Cl:7][C:8]1[N:13]=[C:12]([C:14]([OH:16])=O)[CH:11]=[C:10]([C:17]2[CH:22]=[CH:21][C:20]([C:23]([F:26])([F:25])[F:24])=[CH:19][CH:18]=2)[N:9]=1.[CH3:27][NH:28][CH3:29].C(=O)([O-])O.[Na+]>ClCCl.CN(C)C=O>[CH3:27][N:28]([CH3:29])[C:14]([C:12]1[CH:11]=[C:10]([C:17]2[CH:22]=[CH:21][C:20]([C:23]([F:26])([F:25])[F:24])=[CH:19][CH:18]=2)[N:9]=[C:8]([Cl:7])[N:13]=1)=[O:16] |f:3.4|. Procedure details: Oxalyl chloride (0.38 mL, 4.5 mmol) and N,N-dimethylformamide (0.03 mL) were added to a suspension of 2-chloro-6-(4-trifluoromethyl-phenyl)-pyrimidine-4-carboxylic acid (303 mg, 1.0 mmol) in dichloromethane (20 mL). The mixture was stirred at 20° C. for 3 h and then evaporated under reduced pressure. The residue was dissolved in dichloro-methane (25 mL) and the solution was stirred together with 60% aqueous dimethylamine (1.2 mL, 13.3 mmol) and saturated aqueous sodium hydrogencarbonate solution... The reactants are ClC1=CC=NC2=CC(=C(C=C12)OC)OC (4-Chloro-6,7-dimethoxyquinoline), OC=1C=CC(=C(C=O)C1)[N+](=O)[O-] (5-hydroxy-2-nitrobenzaldehyde), O (water). The solvent is ClC1=CC=CC=C1 (chlorobenzene). Yields the product COC=1C=C2C(=CC=NC2=CC1OC)OC=1C=C(C=O)C(=CC1)[N+](=O)[O-] (3-[(6,7-dimethoxy-4-quinolyl)oxy]-6-nitrobenzaldehyde). Isolated yield 66.3%. RXN SMILES: Cl[C:2]1[C:11]2[C:6](=[CH:7][C:8]([O:14][CH3:15])=[C:9]([O:12][CH3:13])[CH:10]=2)[N:5]=[CH:4][CH:3]=1.[OH:16][C:17]1[CH:18]=[CH:19][C:20]([N+:25]([O-:27])=[O:26])=[C:21]([CH:24]=1)[CH:22]=[O:23].O>ClC1C=CC=CC=1>[CH3:13][O:12][C:9]1[CH:10]=[C:11]2[C:6](=[CH:7][C:8]=1[O:14][CH3:15])[N:5]=[CH:4][CH:3]=[C:2]2[O:16][C:17]1[CH:24]=[C:21]([C:20]([N+:25]([O-:27])=[O:26])=[CH:19][CH:18]=1)[CH:22]=[O:23]. Procedure details: 4-Chloro-6,7-dimethoxyquinoline (200 mg) and 5-hydroxy-2-nitrobenzaldehyde (299 mg) were suspended in chlorobenzene (2 ml), and the suspension was heated under reflux for 8 hr. The reaction solution was cooled to room temperature, water was then added to the reaction solution, and the mixture was extracted with ethyl acetate. The ethyl acetate layer was then washed with water and saturated brine and was dried over anhydrous sodium sulfate. The solvent was removed therefrom by distillation under ... The reactants are C(C1=CC=CC=C1)OC(=O)N[C@@H](CC1=CNC2=CC=CC=C12)C(=O)N[C@@H](CO)C(=O)N[C@@H](CC1=CC=C(C=C1)O)C(=O)N[C@H](C)C(=O)N[C@@H](CC(C)C)C(=O)OC (Nα -benzyloxycarbonyl-L-tryptophyl-L-seryl-L-tyrosyl-D-alanyl-L-leucine, methyl ester), Cl (hydrogen chloride), O (water), [H][H] (hydrogen). The reagents and catalysts are [Pd] (palladium on carbon). Solvent: CO (methanol), CO (methanol). Yields the product Cl.N[C@@H](CC1=CNC2=CC=CC=C12)C(=O)N[C@@H](CO)C(=O)N[C@@H](CC1=CC=C(C=C1)O)C(=O)N[C@H](C)C(=O)N[C@@H](CC(C)C)C(=O)OC (L-Tryptophyl-L-seryl-L-tyrosyl-D-alanyl-L-leucine, methyl ester, hydrochloride). As a reaction SMILES: C(OC([NH:11][C@H:12]([C:23]([NH:25][C@H:26]([C:29]([NH:31][C@H:32]([C:41]([NH:43][C@@H:44]([C:46]([NH:48][C@H:49]([C:54]([O:56][CH3:57])=[O:55])[CH2:50][CH:51]([CH3:53])[CH3:52])=[O:47])[CH3:45])=[O:42])[CH2:33][C:34]1[CH:39]=[CH:38][C:37]([OH:40])=[CH:36][CH:35]=1)=[O:30])[CH2:27][OH:28])=[O:24])[CH2:13][C:14]1[C:22]2[C:17](=[CH:18][CH:19]=[CH:20][CH:21]=2)[NH:16][CH:15]=1)=O)C1C=CC=CC=1.[ClH:58].O.[H][H]>CO.[Pd]>[ClH:58].[NH2:11][C@H:12]([C:23]([NH:25][C@H:26]([C:29]([NH:31][C@H:32]([C:41]([NH:43][C@@H:44]([C:46]([NH:48][C@H:49]([C:54]([O:56][CH3:57])=[O:55])[CH2:50][CH:51]([CH3:53])[CH3:52])=[O:47])[CH3:45])=[O:42])[CH2:33][C:34]1[CH:35]=[CH:36][C:37]([OH:40])=[CH:38][CH:39]=1)=[O:30])[CH2:27][OH:28])=[O:24])[CH2:13][C:14]1[C:22]2[C:17](=[CH:18][CH:19]=[CH:20][CH:21]=2)[NH:16][CH:15]=1 |f:6.7|. Procedure: A solution of 1.58 g. of Nα -benzyloxycarbonyl-L-tryptophyl-L-seryl-L-tyrosyl-D-alanyl-L-leucine, methyl ester in 100 ml. of methanol with 1.6 ml. of 1.3 N hydrogen chloride in methanol is stirred with 150 mg. of palladium on carbon under one inch water pressure of hydrogen for two and a half hours. Thin layer chromatography of samples of the solution shows the disappearance of the starting material in about two hours. The catalyst is removed by filtration and the filtrate evaporated at 40° and ...